From a dataset of the Open Reaction Database (ORD), a public repository of structured organic reaction records. describe an organic reaction: reactants, conditions, products, and yield Starting materials: N1CCOCC1 (Morpholine), [N+](=O)([O-])C1=CC=C(C=C1)N1CCN(CC1)C1=CC=C(C=N1)C=O (6-[4-(4-nitrophenyl)piperazin-1-yl]pyridine-3-carbaldehyde), C(#N)[BH3-].[Na+] (sodium cyanoborohydride). Run in O1CCCC1 (tetrahydrofuran), C(C)(=O)O (acetic acid), C(Cl)(Cl)Cl (chloroform). Product: [N+](=O)([O-])C1=CC=C(C=C1)N1CCN(CC1)C1=CC=C(C=N1)CN1CCOCC1 (4-[[6-[4-(4-nitrophenyl)piperazin-1-yl]-3-pyridyl]methyl]morpholine). Yield: 59.5%. As a reaction SMILES: [NH:1]1[CH2:6][CH2:5][O:4][CH2:3][CH2:2]1.[N+:7]([C:10]1[CH:15]=[CH:14][C:13]([N:16]2[CH2:21][CH2:20][N:19]([C:22]3[N:27]=[CH:26][C:25]([CH:28]=O)=[CH:24][CH:23]=3)[CH2:18][CH2:17]2)=[CH:12][CH:11]=1)([O-:9])=[O:8].C([BH3-])#N.[Na+]>O1CCCC1.C(O)(=O)C.C(Cl)(Cl)Cl>[N+:7]([C:10]1[CH:15]=[CH:14][C:13]([N:16]2[CH2:21][CH2:20][N:19]([C:22]3[N:27]=[CH:26][C:25]([CH2:28][N:1]4[CH2:6][CH2:5][O:4][CH2:3][CH2:2]4)=[CH:24][CH:23]=3)[CH2:18][CH2:17]2)=[CH:12][CH:11]=1)([O-:9])=[O:8] |f:2.3|. Procedure details: Morpholine (250 mg, 2.87 mmol) was added to a suspension of 6-[4-(4-nitrophenyl)piperazin-1-yl]pyridine-3-carbaldehyde (750 mg, 2.41 mmol) and sodium cyanoborohydride (454 mg, 7.23 mmol) in a mixture of tetrahydrofuran (10 mL) and acetic acid (0.5 mL) at ambient temperature then heated at reflux for 3 h. The mixture was then concentrated in vacuo to give a gummy solid which was dissolved in chloroform (40 mL), washed with water (2×20 mL), brine (2×15 mL), dried over anhydrous sodium sulfate and ... The reactants are CN1CCOCC1 (N-methylmorpholine), N1CCCC1 (pyrrolidine), ClC(Cl)(OC(OC(Cl)(Cl)Cl)=O)Cl (triphosgene). Run in C1(=CC=CC=C1)C (toluene), C1(=CC=CC=C1)C (toluene), C1(=CC=CC=C1)C (toluene). The product is C(N)(=O)Cl.N1CCCC1 (Pyrrolidine carbamoyl chloride). Reaction SMILES: [Cl:1][C:2](Cl)([O:4]C(=O)OC(Cl)(Cl)Cl)Cl.C[N:14]1CCOCC1.[NH:20]1[CH2:24][CH2:23][CH2:22][CH2:21]1>C1(C)C=CC=CC=1>[C:2]([Cl:1])(=[O:4])[NH2:14].[NH:20]1[CH2:24][CH2:23][CH2:22][CH2:21]1 |f:4.5|. Procedure details: A stirring solution of triphosgene (27.78 g, 0.103 mol) in 40 mL toluene was cooled to -20 ° C. in an ice/salt bath under a blanket of nitrogen and treated with a solution of N-methylmorpholine (27.3 g, 0.27 mol) in 20 mL of toluene dropwise over 1 h. This solution was then treated with a solution of pyrrolidine (19.8 g, 0.27 mol) in 30 mL of toluene over a period of 30 m. The solution was allowed to warm to room temperature, filtered and the filtrate concentrated in vacuo to give an oil that wa...